Dataset: the Open Reaction Database (ORD), a public repository of structured organic reaction records. Task: describe an organic reaction: reactants, conditions, products, and yield The solvent is C(C)O (ethanol). Reagents/catalysts: N1CCCC1 (pyrrolidine). Reaction SMILES: [Br:1][C:2]1[CH:3]=[C:4]2[C:8](=[CH:9][CH:10]=1)[NH:7][C:6](=[O:11])[CH2:5]2.[CH3:12][C:13]1[C:17]([CH2:18][CH2:19][CH2:20][N:21]2[CH2:26][CH2:25][O:24][CH2:23][CH2:22]2)=[C:16]([CH3:27])[NH:15][C:14]=1[CH:28]=O>N1CCCC1.C(O)C>[Br:1][C:2]1[CH:3]=[C:4]2[C:8](=[CH:9][CH:10]=1)[NH:7][C:6](=[O:11])[C:5]2=[CH:28][C:14]1[NH:15][C:16]([CH3:27])=[C:17]([CH2:18][CH2:19][CH2:20][N:21]2[CH2:22][CH2:23][O:24][CH2:25][CH2:26]2)[C:13]=1[CH3:12]. Yield: 90.0%. Starting materials: BrC=1C=C2CC(NC2=CC1)=O (5-bromo-1,3-dihydroindol-2-one), CC1=C(NC(=C1CCCN1CCOCC1)C)C=O (3,5-dimethyl-4-(3-morpholin-4-yl-propyl)-1H-pyrrole-2-carbaldehyde). Reported procedure: A mixuture of 5-bromo-1,3-dihydroindol-2-one (212 mg, 1.0 mmol), 3,5-dimethyl-4-(3-morpholin-4-yl-propyl)-1H-pyrrole-2-carbaldehyde (250 mg, 1.0 mmol) and 3 drops pyrrolidine in 2.0 ml of ethanol was refluxed at 90° C. for 4 hours and then cooled to room temperature. The precipitate was filtered, washed with cold ethanol and hexane and dried in a vacuum oven overnight to give 399.8 mg (90%) of 5-bromo-3-[3,5-dimethyl-4-(3-morpholin-4-yl-propyl)-1H-pyrrol-2-ylmethylene]-1,3-dihydroindol-2-one as ... Product: BrC=1C=C2C(C(NC2=CC1)=O)=CC=1NC(=C(C1C)CCCN1CCOCC1)C (5-bromo-3-[3,5-dimethyl-4-(3-morpholin-4-yl-propyl)-1H-pyrrol-2-ylmethylene]-1,3-dihydroindol-2-one). The reactants are C(C)N(C(C1=CC=C(C=C1)C(=C1CCNCC1)C1=CC=CC=C1)=O)CC (N,N-Diethyl-4-(phenyl-piperidin-4-ylidene-methyl)-benzamide), C(Br)C1CO1 (epibromohydrin). The product is C(C)N(C(C1=CC=C(C=C1)C(=C1CCN(CC1)CC1CO1)C1=CC=CC=C1)=O)CC (N,N-Diethyl-4-(N-2,3-epoxypropyl-phenyl-piperidin-4-ylidene-methyl)-benzamide). Reaction SMILES: [CH2:1]([N:3]([CH2:25][CH3:26])[C:4](=[O:24])[C:5]1[CH:10]=[CH:9][C:8]([C:11]([C:18]2[CH:23]=[CH:22][CH:21]=[CH:20][CH:19]=2)=[C:12]2[CH2:17][CH2:16][NH:15][CH2:14][CH2:13]2)=[CH:7][CH:6]=1)[CH3:2].[CH2:27]([CH:29]1[O:31][CH2:30]1)Br>>[CH2:25]([N:3]([CH2:1][CH3:2])[C:4](=[O:24])[C:5]1[CH:6]=[CH:7][C:8]([C:11]([C:18]2[CH:23]=[CH:22][CH:21]=[CH:20][CH:19]=2)=[C:12]2[CH2:13][CH2:14][N:15]([CH2:27][CH:29]3[O:31][CH2:30]3)[CH2:16][CH2:17]2)=[CH:9][CH:10]=1)[CH3:26]. Procedure: Method as described for Example 4, using compound 6 and epibromohydrin (102 mg, 84%): Reactants: CN1CCOCC1 (N-methylmorpholine), N1N=C(C2=CC=CC=C12)/C=C/C=1C=C(C(=O)O)C=CC1 ((E)-3-[2-(1H-indazol-3-yl)vinyl]benzoic acid), Cl.C(C)(=O)NCCNC(C1=CC(=CC=C1)\C=C\C1=NNC2=CC=CC=C12)=O ((E)-N-[2-(acetylamino)ethyl]-3-[2-(1H-indazol-3-yl)vinyl]benzamide hydrochloride). Yields the product C(C)(=O)NCCN (N-acetylethylenediamine), O.ON1N=NC2=C1C=CC=C2 (1-hydroxybenzotriazole monohydrate), Cl.C(C)N=C=NCCCN(C)C (1-ethyl-3-(3-dimethylaminopropyl)carbodiimide hydrochloride). RXN SMILES: [ClH:1].[C:2]([NH:5][CH2:6][CH2:7][NH:8][C:9](=O)[C:10]1C=CC=[C:12](/[CH:16]=[CH:17]/[C:18]2C3C(=CC=CC=3)[NH:20][N:19]=2)C=1)(=[O:4])[CH3:3].[NH:28]1[C:36]2C(=CC=CC=2)C(/C=C/C2C=C(C=CC=2)C(O)=[O:43])=N1.[CH3:48][N:49]1[CH2:54][CH2:53]OC[CH2:50]1>>[C:2]([NH:5][CH2:6][CH2:7][NH2:8])(=[O:4])[CH3:3].[OH2:43].[OH:43][N:19]1[C:18]2[CH:17]=[CH:16][CH:12]=[CH:53][C:54]=2[N:49]=[N:20]1.[ClH:1].[CH2:9]([N:8]=[C:7]=[N:28][CH2:36][CH2:53][CH2:54][N:49]([CH3:48])[CH3:50])[CH3:10] |f:0.1,5.6,7.8|. Reported procedure: In a similar manner to Example 5, Compound 38 (240 mg, 36%) was obtained using (E)-3-[2-(1H-indazol-3-yl)vinyl]benzoic acid (500 mg, 1.89 mmol) obtained in a similar manner to Step 6 of Example 1, N-acetylethylenediamine (290 mg, 3.82 mmol), 1-hydroxybenzotriazole monohydrate (332 mg, 2.46 mmol), 1-ethyl-3-(3-dimethylaminopropyl)carbodiimide hydrochloride (510 mg, 2.66 mmol) and N-methylmorpholine (420 μL, 3.82 μmmol). Starting materials: C1(=CC=C(C=C1)C(=O)N1[C@@H](CC(C1)=NOC)CCC(=O)O)C1=CC=CC=C1 (3-[(2R,4EZ)-1-(biphenyl-4-ylcarbonyl)-4-(methoxyimino)pyrrolidin-2-yl]propanoic acid), C1(=CC=C(C=C1)C(=O)N1[C@@H](CC(C1)=NOC)CCC(=O)O)C1=CC=CC=C1 (3-[(2R,4EZ)-1-(biphenyl-4-ylcarbonyl)-4-(methoxyimino)pyrrolidin-2-yl]propanoic acid), N1CCOCC1 (morpholine). The product is CON=C1CN([C@@H](C1)CCC(=O)N1CCOCC1)C(=O)C1=CC=C(C=C1)C1=CC=CC=C1 ((3EZ,5R)-1-(biphenyl-4-ylcarbonyl)-5-(3-morpholin-4-yl-3-oxopropyl) pyrrolidin-3-one O-methyloxime). Yield: 97.0%. Reaction SMILES: [C:1]1([C:22]2[CH:27]=[CH:26][CH:25]=[CH:24][CH:23]=2)[CH:6]=[CH:5][C:4]([C:7]([N:9]2[CH2:13][C:12](=[N:14][O:15][CH3:16])[CH2:11][C@H:10]2[CH2:17][CH2:18][C:19]([OH:21])=O)=[O:8])=[CH:3][CH:2]=1.[NH:28]1[CH2:33][CH2:32][O:31][CH2:30][CH2:29]1>>[CH3:16][O:15][N:14]=[C:12]1[CH2:11][C@@H:10]([CH2:17][CH2:18][C:19]([N:28]2[CH2:33][CH2:32][O:31][CH2:30][CH2:29]2)=[O:21])[N:9]([C:7]([C:4]2[CH:5]=[CH:6][C:1]([C:22]3[CH:23]=[CH:24][CH:25]=[CH:26][CH:27]=3)=[CH:2][CH:3]=2)=[O:8])[CH2:13]1. Reported procedure: The same method as employed in the preparation of Example 7, but starting from 3-[(2R,4EZ)-1-(biphenyl-4-ylcarbonyl)-4-(methoxyimino)pyrrolidin-2-yl]propanoic acid (Intermediate 8) and morpholine, gave the title compound. Yield: 97%. HPLC purity: 96% Reactants: [OH-].[K+] (potassium hydroxide), C(C1=CC=CC=C1)(=O)OC1CC(N(C(C1)(C)C)OC1CCC(CC1)ON1C(CC(CC1(C)C)OC(C1=CC=CC=C1)=O)(C)C)(C)C (1,4-Bis(4-benzoyloxy-2,2,6,6-tetramethylpiperidin-1-yloxy)-cyclohexane). Run in C(C)O (ethanol). The product is OC1CC(N(C(C1)(C)C)OC1CCC(CC1)ON1C(CC(CC1(C)C)O)(C)C)(C)C (1,4-Bis(4-hydroxy-2,2,6,6-tetramethylpiperidin-1-yloxy)cyclohexane). As a reaction SMILES: [OH-].[K+].C([O:11][CH:12]1[CH2:17][C:16]([CH3:19])([CH3:18])[N:15]([O:20][CH:21]2[CH2:26][CH2:25][CH:24]([O:27][N:28]3[C:33]([CH3:35])([CH3:34])[CH2:32][CH:31]([O:36]C(=O)C4C=CC=CC=4)[CH2:30][C:29]3([CH3:46])[CH3:45])[CH2:23][CH2:22]2)[C:14]([CH3:48])([CH3:47])[CH2:13]1)(=O)C1C=CC=CC=1>C(O)C>[OH:36][CH:31]1[CH2:32][C:33]([CH3:35])([CH3:34])[N:28]([O:27][CH:24]2[CH2:25][CH2:26][CH:21]([O:20][N:15]3[C:14]([CH3:48])([CH3:47])[CH2:13][CH:12]([OH:11])[CH2:17][C:16]3([CH3:19])[CH3:18])[CH2:22][CH2:23]2)[C:29]([CH3:46])([CH3:45])[CH2:30]1 |f:0.1|. Procedure: The title compound is prepared by the basic hydrolysis (potassium hydroxide in ethanol) of the compound prepared in Example 21C.